From a dataset of the Open Reaction Database (ORD), a public repository of structured organic reaction records. describe an organic reaction: reactants, conditions, products, and yield Reactants: [C-]#N.[K+] (potassium cyanide), BrC=1C=C(CCl)C(=CC1)SC1=CC=CC=C1 (3-bromo-6-(phenylthio)-benzyl chloride). The solvent is O (water). The product is BrC=1C=C(C(=CC1)SC1=CC=CC=C1)CC#N (3-bromo-6-(phenylthio)-phenylacetonitrile). RXN SMILES: [C-:1]#[N:2].[K+].[Br:4][C:5]1[CH:6]=[C:7]([C:10]([S:13][C:14]2[CH:19]=[CH:18][CH:17]=[CH:16][CH:15]=2)=[CH:11][CH:12]=1)[CH2:8]Cl>O>[Br:4][C:5]1[CH:6]=[C:7]([CH2:8][C:1]#[N:2])[C:10]([S:13][C:14]2[CH:19]=[CH:18][CH:17]=[CH:16][CH:15]=2)=[CH:11][CH:12]=1 |f:0.1|. Procedure details: 136.5 g of potassium cyanide in 183 ml of water are heated under reflux for 10 hours under a nitrogen atmosphere with 470 g of 3-bromo-6-(phenylthio)-benzyl chloride. The ethanol is distilled off under reduced pressure, the residue diluted with water and extracted with ether. The extracts are washed with water, dried over magnesium sulphate and evaporated. There is obtained 3-bromo-6-(phenylthio)-phenylacetonitrile as a brown oil. Reactants: CCOCC, [Na+], O=C([O-])O, O, O=C(O)CCS, O=C(Cl)c1cccs1. Product: O=C(O)CCSC(=O)c1cccs1. Reaction SMILES: [CH2:7]([O:8][CH2:9][CH3:10])[CH3:11].[Na+:24].[O-:20][C:21]([OH:22])=[O:23].[OH2:25].[SH:1][CH2:2][CH2:3][C:4](=[O:5])[OH:6].[c:12]1([C:17](=[O:18])[Cl:19])[cH:13][cH:14][cH:15][s:16]1>>[S:1]([CH2:2][CH2:3][C:4](=[O:5])[OH:6])[C:17]([c:12]1[cH:13][cH:14][cH:15][s:16]1)=[O:18]. Starting materials: [BH3-]C#N, C1CCNCC1, CC(=O)O, CO, [Na+], COc1cc(O)cc(OC)c1C=O. Product: COc1cc(O)cc(OC)c1CN1CCCCC1. As a reaction SMILES: [C:24]([BH3-:25])#[N:26].[CH2:14]1[CH2:15][CH2:16][NH:17][CH2:18][CH2:19]1.[CH3:20][C:21](=[O:22])[OH:23].[CH3:28][OH:29].[Na+:27].[OH:1][c:2]1[cH:3][c:4]([O:12][CH3:13])[c:5]([CH:6]=[O:7])[c:8]([O:10][CH3:11])[cH:9]1>>[OH:1][c:2]1[cH:3][c:4]([O:12][CH3:13])[c:5]([CH2:6][N:17]2[CH2:16][CH2:15][CH2:14][CH2:19][CH2:18]2)[c:8]([O:10][CH3:11])[cH:9]1.